From a dataset of the Open Reaction Database (ORD), a public repository of structured organic reaction records. describe an organic reaction: reactants, conditions, products, and yield Reactants: CC1(OC(CC1=O)(C)C)C (2,2,5,5-tetramethyldihydrofuran-3(2H)-one), CC(CN)C (2-methylpropan-1-amine), II (iodine), [S-]C#N.[K+] (potassium thiocyanate). Solvent: C(C)#N (acetonitrile). Run at temperature 60 celsius, time 48 hour. The product is C(C(C)C)N1C(SC2=C1C(OC2(C)C)(C)C)=N (3-isobutyl-4,4,6,6-tetramethyl-4,6-dihydrofuro[3,4-d]thiazol-2(3H)-imine). Isolated yield 23.0%. RXN SMILES: [CH3:1][C:2]1([CH3:10])[C:6](=O)[CH2:5][C:4]([CH3:9])([CH3:8])[O:3]1.[CH3:11][CH:12]([CH3:15])[CH2:13][NH2:14].[S-:16][C:17]#[N:18].[K+].II>C(#N)C>[CH2:13]([N:14]1[C:5]2[C:4]([CH3:9])([CH3:8])[O:3][C:2]([CH3:10])([CH3:1])[C:6]=2[S:16][C:17]1=[NH:18])[CH:12]([CH3:15])[CH3:11] |f:2.3|. Procedure: To a solution of 2,2,5,5-tetramethyldihydrofuran-3(2H)-one (2.0 g, 14.1 mmol, Aldrich) in acetonitrile (10 mL) were added molecular sieves (2.0 g) and 2-methylpropan-1-amine (1.0 mL, 12.8 mmol, Aldrich). The reaction mixture was stirred at 60° C. for 48 hr and then filtered through celite. To the filtrate were added potassium thiocyanate (1.65 g, 17.0 mmol, Aldrich). The reaction mixture was stirred at 60° C. until the solids were dissolved and then iodine (6.5 g, 25.6 mmol, EMD chemicals) was a... Starting materials: Cl (hydrogen chloride), ClC=C1OCCC1(C)C (2-chloromethylene-3,3-dimethyltetrahydrofuran). Conditions: time 2 hour. The product is ClCC(C(CCCl)(C)C)=O (1,5-dichloro-3,3-dimethyl-2-pentanone). The yield is 90.0%. As a reaction SMILES: [ClH:1].[Cl:2][CH:3]=[C:4]1[C:8]([CH3:10])([CH3:9])[CH2:7][CH2:6][O:5]1>>[Cl:2][CH2:3][C:4](=[O:5])[C:8]([CH3:10])([CH3:9])[CH2:7][CH2:6][Cl:1]. Reported procedure: A powerful stream of hydrogen chloride gas is passed from a cylinder into 476 g (3.25 mol) of 2-chloromethylene-3,3-dimethyltetrahydrofuran, while cooling with ice. The gas is absorbed completely, and the internal temperature rises to 30° C. When the reaction mixture is completely saturated with hydrogen chloride, it is subsequently stirred at room temperature for 2 hours. Excess hydrogen chloride is first removed under a water pump, and the mixture is then distilled under a good vacuum. 531 g (... The reactants are C(C)N1CCOCC1 (N-ethylmorpholine), O.OC1=CC=CC=2NN=NC21 (hydroxybenzotriazole hydrate), Cl.C(C)N=C=NCCCN(C)C (1-ethyl-3-(3-dimethylaminopropyl)carbodiimide hydrochloride), C(C(C)C)NN (isobutyl hydrazine), C(C1=CC=CC=C1)(=O)NCC[C@H](C(=O)OC(C)(C)C)[C@H](C(=O)O)CC(C)C (2(R)-[3-benzamido-1(S)-(tert-butoxycarbonyl)propyl]-4-methylvaleric acid). The solvent is ClCCl (dichloromethane). Conditions: temperature 0 celsius, time 5 minute. Product: C(C1=CC=CC=C1)(=O)NCC[C@H](C(=O)OC(C)(C)C)[C@H](C(=O)NNCC(C)C)CC(C)C (2(R)-[3-benzamido-1(S)-(tert-butoxycarbonyl)propyl]-2′-isobutyl-4-methylvalerohydrazide). Isolated yield 82.5%. As a reaction SMILES: [C:1]([NH:9][CH2:10][CH2:11][C@@H:12]([C@@H:20]([CH2:24][CH:25]([CH3:27])[CH3:26])[C:21]([OH:23])=O)[C:13]([O:15][C:16]([CH3:19])([CH3:18])[CH3:17])=[O:14])(=[O:8])[C:2]1[CH:7]=[CH:6][CH:5]=[CH:4][CH:3]=1.C(N1CCOCC1)C.O.OC1C2N=NNC=2C=CC=1.Cl.C(N=C=NCCCN(C)C)C.[CH2:59]([NH:63][NH2:64])[CH:60]([CH3:62])[CH3:61]>ClCCl>[C:1]([NH:9][CH2:10][CH2:11][C@@H:12]([C@@H:20]([CH2:24][CH:25]([CH3:27])[CH3:26])[C:21]([NH:64][NH:63][CH2:59][CH:60]([CH3:62])[CH3:61])=[O:23])[C:13]([O:15][C:16]([CH3:17])([CH3:19])[CH3:18])=[O:14])(=[O:8])[C:2]1[CH:7]=[CH:6][CH:5]=[CH:4][CH:3]=1 |f:2.3,4.5|. Procedure details: A solution of 0.78 g of 2(R)-[3-benzamido-1(S)-(tert-butoxycarbonyl)propyl]-4-methylvaleric acid in 10 ml of dichloromethane was cooled to 0° C. under nitrogen and treated sequentially with 0.80 ml of N-ethylmorpholine, 0.437 g of hydroxybenzotriazole hydrate, and 0.50 g of 1-ethyl-3-(3-dimethylaminopropyl)carbodiimide hydrochloride. The mixture was stirred for 5 minutes at 0° C. and then 1.1 g of isobutyl hydrazine was added. Stirring was continued overnight at room temperature and then the sol... Starting materials: CCOC(C)=O, CCCCCC, CCCCCCC=Cc1c(C(C)C)nc(C(C)C)c(CO)c1-c1ccc(F)cc1. The product is CCCCCCCCc1c(C(C)C)nc(C(C)C)c(CO)c1-c1ccc(F)cc1. Reaction SMILES: [C:36]([O:37][CH2:38][CH3:39])(=[O:40])[CH3:41].[CH3:30][CH2:31][CH2:32][CH2:33][CH2:34][CH3:35].[CH:1]([CH3:2])([CH3:3])[c:4]1[n:5][c:6]([CH:27]([CH3:28])[CH3:29])[c:7]([CH:19]=[CH:20][CH2:21][CH2:22][CH2:23][CH2:24][CH2:25][CH3:26])[c:8](-[c:12]2[cH:13][cH:14][c:15]([F:18])[cH:16][cH:17]2)[c:9]1[CH2:10][OH:11]>>[CH:1]([CH3:2])([CH3:3])[c:4]1[n:5][c:6]([CH:27]([CH3:28])[CH3:29])[c:7]([CH2:19][CH2:20][CH2:21][CH2:22][CH2:23][CH2:24][CH2:25][CH3:26])[c:8](-[c:12]2[cH:13][cH:14][c:15]([F:18])[cH:16][cH:17]2)[c:9]1[CH2:10][OH:11].